Dataset: the Open Reaction Database (ORD), a public repository of structured organic reaction records. Task: describe an organic reaction: reactants, conditions, products, and yield Starting materials: C(Cl)Cl (DCM), C(=O)([O-])[O-].[Na+].[Na+] (Na2CO3), ClC1=NC=CC(=N1)N1CC2CCC(C1)O2 (3-(2-chloropyrimidin-4-yl)-8-oxa-3-azabicyclo[3,2,1]octane), ClC1=NC=CC(=N1)N1CC2CCC(C1)O2 (3-(2-chloropyrimidin-4-yl)-8-oxa-3-azabicyclo[3,2,1]octane), C(C)NC(=O)NC1=CC=C(C=C1)B1OC(C(O1)(C)C)(C)C (1-ethyl-3-(4-(4,4,5,5-tetramethyl-1,3,2-dioxaborolan-2-yl)phenyl)urea). The reagents and catalysts are C1=CC=C(C=C1)P([C-]2C=CC=C2)C3=CC=CC=C3.C1=CC=C(C=C1)P([C-]2C=CC=C2)C3=CC=CC=C3.Cl[Pd]Cl.[Fe+2] (Pd(dppf)Cl2). The solvent is COCCOC.O (DME Water). Product: C12CN(CC(CC1)O2)C2=NC(=NC=C2)C2=CC=C(C=C2)NC(=O)NCC (1-(4-(4-(8-oxa-3-azabicyclo[3.2.1]octan-3-yl)pyrimidin-2-yl)phenyl)-3-ethylurea). RXN SMILES: Cl[C:2]1[N:7]=[C:6]([N:8]2[CH2:14][CH:13]3[O:15][CH:10]([CH2:11][CH2:12]3)[CH2:9]2)[CH:5]=[CH:4][N:3]=1.[CH2:16]([NH:18][C:19]([NH:21][C:22]1[CH:27]=[CH:26][C:25](B2OC(C)(C)C(C)(C)O2)=[CH:24][CH:23]=1)=[O:20])[CH3:17].C(Cl)Cl.C([O-])([O-])=O.[Na+].[Na+]>COCCOC.O.C1C=CC(P(C2C=CC=CC=2)[C-]2C=CC=C2)=CC=1.C1C=CC(P(C2C=CC=CC=2)[C-]2C=CC=C2)=CC=1.Cl[Pd]Cl.[Fe+2]>[CH:10]12[O:15][CH:13]([CH2:12][CH2:11]1)[CH2:14][N:8]([C:6]1[CH:5]=[CH:4][N:3]=[C:2]([C:25]3[CH:24]=[CH:23][C:22]([NH:21][C:19]([NH:18][CH2:16][CH3:17])=[O:20])=[CH:27][CH:26]=3)[N:7]=1)[CH2:9]2 |f:3.4.5,6.7,8.9.10.11|. Procedure: 3-(2-chloropyrimidin-4-yl)-8-oxa-3-azabicyclo[3,2,1]octane (intermediate 24) (100 mg, 0.44 mmol) was stirred with 1-ethyl-3-(4-(4,4,5,5-tetramethyl-1,3,2-dioxaborolan-2-yl)phenyl)urea (141 mg, 0.48 mmol), Pd(dppf)Cl2:DCM (18 mg, 0.002) and Na2CO3(140 mg, 1.3 mmol) in DME:Water (4:1) for 30 minutes at 130° C. in microwave conditions. The reaction mixture was filtered through a celite545 cake and washed with methanol. The reaction mixture was concentrated in vacuo. The resulting oil was purified b... Reactants: CC(=O)C (Acetone), CO (methanol), Cl.Cl.N[C@H]1CNCCC1 (3-(R)-aminopiperidine dihydrochloride), [OH-].[Na+] (NaOH). Reaction conditions: temperature 5 celsius. The product is CC=1C=C2C(C(=O)N(C2=O)[C@H]2CNCCC2)=CC1 (3-(R)-(4-Methylphthalimido)piperidine). As a reaction SMILES: [CH3:1][OH:2].Cl.Cl.[NH2:5][C@@H:6]1[CH2:11][CH2:10][CH2:9][NH:8][CH2:7]1.[OH-:12].[Na+].[CH3:14][C:15]([CH3:17])=O>>[CH3:14][C:15]1[CH:17]=[C:6]2[C:7](=[O:12])[N:5]([C@@H:6]3[CH2:11][CH2:10][CH2:9][NH:8][CH2:7]3)[C:1](=[O:2])[C:11]2=[CH:10][CH:9]=1 |f:1.2.3,4.5|. Procedure details: In a clean round bottom flask, 1000 ml methanol and 200 gm 3-(R)-aminopiperidine dihydrochloride were charged. Cooled the reaction mass to 0-10° C. and added 1850 ml 2.5% methanolic NaOH solution slowly at 0-10° C. Stirred and filtered the inorganic solid, distilled out clear filtrate under vacuum below 45° C. Added 400 ml acetic acid and cooled the reaction mass to room temperature, added 226.1 gm 4-methylphthalic anhydride. Reaction mass was refluxed & then cooled to 25-30° C. Acetone was adde... Reactants: [Al+3], C#CCO, COc1ccccc1, [Cl-], [Cl-], [Cl-], [Na+], O=C(c1ccccc1)c1ccccc1, [OH-], Oc1ccc2ccccc2c1, S=C=S, Cc1ccccc1C(=O)Cl, Cc1ccc(S(=O)(=O)O)cc1, c1ccccc1. Product: COc1ccc(C(=O)c2ccccc2C)cc1. Reaction SMILES: [Al+3:62].[CH2:33]([OH:34])[C:35]#[CH:36].[CH3:11][O:12][c:13]1[cH:14][cH:15][cH:16][cH:17][cH:18]1.[Cl-:61].[Cl-:63].[Cl-:64].[Na+:60].[O:19]=[C:20]([c:21]1[cH:22][cH:23][cH:24][cH:25][cH:26]1)[c:27]1[cH:28][cH:29][cH:30][cH:31][cH:32]1.[OH-:59].[OH:37][c:38]1[cH:39][c:40]2[c:41]([cH:42][cH:43][cH:44][cH:45]2)[cH:46][cH:47]1.[S:71]=[C:72]=[S:73].[c:1]1([CH3:10])[c:2]([C:7](=[O:8])[Cl:9])[cH:3][cH:4][cH:5][cH:6]1.[c:48]1([CH3:49])[cH:50][cH:51][c:52]([S:53]([OH:54])(=[O:55])=[O:56])[cH:57][cH:58]1.[cH:65]1[cH:66][cH:67][cH:68][cH:69][cH:70]1>>[c:1]1([CH3:10])[c:2]([C:7](=[O:8])[c:16]2[cH:15][cH:14][c:13]([O:12][CH3:11])[cH:18][cH:17]2)[cH:3][cH:4][cH:5][cH:6]1.